From a dataset of the Open Reaction Database (ORD), a public repository of structured organic reaction records. describe an organic reaction: reactants, conditions, products, and yield Reactants: O1C(OCC1)C=1C=C(OCCCN)C=CC1 (3-[3-(1,3,-Dioxolan-2-yl)phenoxy]propanamine), CSC(=NC#N)N(N=CC1=CC=CC=C1)C (N-cyano-1-methyl-2-(phenylmethylene)hydrazinecarboximidothioic acid methyl ester). Yields the product C(#N)N=C(NCCCOC1=CC(=CC=C1)C1OCCO1)N(N=CC1=CC=CC=C1)C (N'-Cyano-N-[3-[3-(1,3-dioxolan-2-yl)phenoxy]propyl]-1-methyl-2-(phenylmethylene)hydrazinecarboximidamide). As a reaction SMILES: [O:1]1[CH2:5][CH2:4][O:3][CH:2]1[C:6]1[CH:7]=[C:8]([CH:14]=[CH:15][CH:16]=1)[O:9][CH2:10][CH2:11][CH2:12][NH2:13].CS[C:19]([N:23]([CH3:32])[N:24]=[CH:25][C:26]1[CH:31]=[CH:30][CH:29]=[CH:28][CH:27]=1)=[N:20][C:21]#[N:22]>>[C:21]([N:20]=[C:19]([N:23]([CH3:32])[N:24]=[CH:25][C:26]1[CH:31]=[CH:30][CH:29]=[CH:28][CH:27]=1)[NH:13][CH2:12][CH2:11][CH2:10][O:9][C:8]1[CH:14]=[CH:15][CH:16]=[C:6]([CH:2]2[O:3][CH2:4][CH2:5][O:1]2)[CH:7]=1)#[N:22]. Procedure details: 3-[3-(1,3,-Dioxolan-2-yl)phenoxy]propanamine (8.92 g) and N-cyano-1-methyl-2-(phenylmethylene)hydrazinecarboximidothioic acid methyl ester (9.28 g) were heated under water-pump vacuum at 80° for 4 h to yield the title compound, a pale yellow glass (16.03 g). TLC silica; ethyl acetate:cyclohexane 1:1; Rf 0.2 NMR (CDCl3) 2.3-2.2 m (10H); 4.36 s (1H), 5.8-6.1 m (8H); 6.55 s (3H); 7.83 m (2H). Starting materials: O[C@]1([C@@H](CN(C[C@@H]1C)C1=C2C(=NC=C1[N+](=O)[O-])OCC2)NC(OC(C)(C)C)=O)C (tert-butyl [(3R,4R,5S)-4-hydroxy-4,5-dimethyl-1-(5-nitro-2,3-dihydrofuro[2,3-b]pyridin-4-yl)piperidin-3-yl]carbamate). The reagents and catalysts are [Pd] (Pd on carbon). Run in CO (MeOH). Run at time 6 hour. Yields the product NC=1C(=C2C(=NC1)OCC2)N2C[C@H]([C@]([C@H](C2)C)(C)O)NC(OC(C)(C)C)=O (tert-Butyl [(3R,4R,5S)-1-(5-Amino-2,3-dihydrofuro[2,3-b]pyridin-4-yl)-4-hydroxy-4,5-dimethylpiperidin-3-yl]carbamate). Reaction SMILES: [OH:1][C@:2]1([CH3:29])[C@@H:7]([CH3:8])[CH2:6][N:5]([C:9]2[C:14]([N+:15]([O-])=O)=[CH:13][N:12]=[C:11]3[O:18][CH2:19][CH2:20][C:10]=23)[CH2:4][C@H:3]1[NH:21][C:22](=[O:28])[O:23][C:24]([CH3:27])([CH3:26])[CH3:25]>CO.[Pd]>[NH2:15][C:14]1[C:9]([N:5]2[CH2:6][C@H:7]([CH3:8])[C@:2]([OH:1])([CH3:29])[C@H:3]([NH:21][C:22](=[O:28])[O:23][C:24]([CH3:27])([CH3:26])[CH3:25])[CH2:4]2)=[C:10]2[CH2:20][CH2:19][O:18][C:11]2=[N:12][CH:13]=1. Procedure: To a stirred solution of tert-butyl [(3R,4R,5S)-4-hydroxy-4,5-dimethyl-1-(5-nitro-2,3-dihydrofuro[2,3-b]pyridin-4-yl)piperidin-3-yl]carbamate (51 mg, 0.13 mmol) in MeOH (3.0 mL), 10 wt % Pd on carbon (19 mg) was added. The reaction mixture was stirred at room temperature under a hydrogen atmosphere (balloon pressure) for 6 h. The mixture was filtered through a pad of diatomaceous earth (eluted with MeOH), and then concentrated under reduced pressure. The resulting crude product was used directly... Starting materials: NC1=C(C(=O)O)C=CC=C1C(=O)OC (2-amino-3-(methoxycarbonyl)benzoic acid), NC1=NC=CC=C1 (2-aminopyridine), C=1C=CC2=C(C1)N=NN2O (HOBT), CCN=C=NCCCN(C)C (EDCI). Reagents/catalysts: CN(C)C=1C=CN=CC1 (DMAP). The solvent is CN(C)C=O (DMF), O (H2O). The product is NC1=C(C(=O)OC)C=CC=C1C(NC1=NC=CC=C1)=O (methyl 2-amino-3-(pyridin-2-ylcarbamoyl)benzoate). Isolated yield 65.1%. As a reaction SMILES: [NH2:1][C:2]1[C:10]([C:11]([O:13][CH3:14])=[O:12])=[CH:9][CH:8]=[CH:7][C:3]=1[C:4]([OH:6])=O.[NH2:15][C:16]1[CH:21]=[CH:20][CH:19]=[CH:18][N:17]=1.C1C=CC2N(O)N=NC=2C=1.CCN=C=NCCCN(C)C>CN(C1C=CN=CC=1)C.CN(C=O)C.O>[NH2:1][C:2]1[C:3]([C:4](=[O:6])[NH:15][C:16]2[CH:21]=[CH:20][CH:19]=[CH:18][N:17]=2)=[CH:7][CH:8]=[CH:9][C:10]=1[C:11]([O:13][CH3:14])=[O:12]. Procedure details: A solution of 2-amino-3-(methoxycarbonyl)benzoic acid 20 (1 g, 5.1 mmol), 2-aminopyridine 21 (723 mg, 7.7 mmol), HOBT (1.39 g, 10.3 mmol), EDCI (1.9 g, 10.3 mmol) and DMAP (1.25 g, 10.3 mmol) in DMF (40 mL) was stirred at 70° for 12 h. The reaction mixture was poured into H2O. The resulting precipitate was collected by filtration, rinsed with H2O, and dried under vacuum to give 22 (0.9 g, 58% yield). Starting materials: S(=O)(Cl)Cl (thionyl chloride), [N+](=O)([O-])C=1C=C(C2=C(OCCO2)C1)C(=O)O (7-nitro-1,4-benzodioxane-5-carboxylic acid). Run in CN(C=O)C (dimethylformamide). Product: [N+](=O)([O-])C=1C=C(C2=C(OCCO2)C1)C(=O)Cl (7-nitro-1,4-benzodioxane-5-carbonyl chloride). The yield is 100.0%. RXN SMILES: S(Cl)([Cl:3])=O.[N+:5]([C:8]1[CH:9]=[C:10]([C:18]([OH:20])=O)[C:11]2[O:16][CH2:15][CH2:14][O:13][C:12]=2[CH:17]=1)([O-:7])=[O:6]>CN(C)C=O>[N+:5]([C:8]1[CH:9]=[C:10]([C:18]([Cl:3])=[O:20])[C:11]2[O:16][CH2:15][CH2:14][O:13][C:12]=2[CH:17]=1)([O-:7])=[O:6]. Procedure: 112 ml of thionyl chloride, 56 g of 7-nitro-1,4-benzodioxane-5-carboxylic acid were introduced into a 250 ml balloon flask provided with a stirrer, a thermometer and a reflux condenser. The mixture was stirred and 1 ml of dimethylformamide was added with heating. After stirring for one hour at the reflux temperature, the excess of thionyl chloride was removed by distillation under vacuum. 61 g of 7-nitro-1,4-benzodioxane-5-carbonyl chloride were obtained (M.P.: 108° C.; yield: 100%). The reactants are CCn1ncnc1CO, Cc1ccc(S(=O)(=O)Oc2nn3c(-c4ccccc4F)nnc(C)c3c2C2CCCC2)cc1, [H-], [Na+], CN(C)C=O, O. The product is CCn1ncnc1COc1nn2c(-c3ccccc3F)nnc(C)c2c1C1CCCC1. Reaction SMILES: [CH2:34]([CH3:35])[n:36]1[n:37][cH:38][n:39][c:40]1[CH2:41][OH:42].[CH:1]1([c:6]2[c:7]([O:23][S:24]([c:25]3[cH:26][cH:27][c:28]([CH3:29])[cH:30][cH:31]3)(=[O:32])=[O:33])[n:8][n:9]3[c:10](-[c:16]4[c:17]([F:22])[cH:18][cH:19][cH:20][cH:21]4)[n:11][n:12][c:13]([CH3:15])[c:14]23)[CH2:2][CH2:3][CH2:4][CH2:5]1.[H-:43].[Na+:44].[O:46]=[CH:47][N:48]([CH3:49])[CH3:50].[OH2:45]>>[CH:1]1([c:6]2[c:7]([O:23][CH2:41][c:40]3[n:36]([CH2:34][CH3:35])[n:37][cH:38][n:39]3)[n:8][n:9]3[c:10](-[c:16]4[c:17]([F:22])[cH:18][cH:19][cH:20][cH:21]4)[n:11][n:12][c:13]([CH3:15])[c:14]23)[CH2:2][CH2:3][CH2:4][CH2:5]1. The reactants are CS(C)=O, COc1ccc([N+](=O)[O-])cc1CBr, N#C[Na], O. Yields the product COc1ccc([N+](=O)[O-])cc1CC#N. As a reaction SMILES: [CH3:18][S:19]([CH3:20])=[O:21].[CH3:1][O:2][c:3]1[c:4]([CH2:5][Br:6])[cH:7][c:8]([N+:11](=[O:12])[O-:13])[cH:9][cH:10]1.[Na:14][C:15]#[N:16].[OH2:17]>>[CH3:1][O:2][c:3]1[c:4]([CH2:5][C:15]#[N:16])[cH:7][c:8]([N+:11](=[O:12])[O-:13])[cH:9][cH:10]1. Reactants: FC=1C=C(C=CC1OC(C)=O)C=1SC(=NN1)C1=CC=C(C=C1)CCCCCC (2-(3-fluoro-4-acetoxyphenyl)-5-(4-hexylphenyl)-1,3,4-thiadiazole), [OH-].[K+] (potassium hydroxide), Cl (hydrochloric acid). Solvent: C(C)O (ethanol). Product: FC=1C=C(C=CC1O)C=1SC(=NN1)C1=CC=C(C=C1)CCCCCC (2-(3-fluoro-4-hydroxyphenyl)-5-(4-hexylphenyl)- 1,3,4-thiadiazole). The yield is 63.7%. Reaction SMILES: [OH-].[K+].[F:3][C:4]1[CH:5]=[C:6]([C:14]2[S:15][C:16]([C:19]3[CH:24]=[CH:23][C:22]([CH2:25][CH2:26][CH2:27][CH2:28][CH2:29][CH3:30])=[CH:21][CH:20]=3)=[N:17][N:18]=2)[CH:7]=[CH:8][C:9]=1[O:10]C(=O)C.Cl>C(O)C>[F:3][C:4]1[CH:5]=[C:6]([C:14]2[S:15][C:16]([C:19]3[CH:24]=[CH:23][C:22]([CH2:25][CH2:26][CH2:27][CH2:28][CH2:29][CH3:30])=[CH:21][CH:20]=3)=[N:17][N:18]=2)[CH:7]=[CH:8][C:9]=1[OH:10] |f:0.1|. Procedure: 0.90 g of 85%-potassium hydroxide was added to 40 ml of ethanol and heated to 60°-65° C. on an oil bath. Under stirring, 2.00 g (5.02 mM) of 2-(3-fluoro-4-acetoxyphenyl)-5-(4-hexylphenyl)-1,3,4-thiadiazole was added thereto. To the mixture, 1.20 ml of hydrochloric acid was added (pH=about 3) and then common salt was added, followed by stirring at room temperature to precipitate a crystal. The crystal was recovered by filtration, followed by recrystallization from a mixture solvent (acetone/ethyl... Starting materials: [I-].[Na+] (sodium iodide), Cl[Si](C)(C)C (chlorotrimethylsilane), [Cl-].[Al+3].[Cl-].[Cl-] (aluminum chloride), COC1=C(C=CC=C1)OC (1,2-dimethoxybenzene), Cl (hydrochloric acid), [Cl-].[Al+3].[Cl-].[Cl-] (aluminum chloride), C1(\C=C/C(=O)O1)=O (maleic anhydride), S(=O)(=O)(OCC)OCC (diethyl sulfate). The reagents and catalysts are [Cu](I)I (copper iodide). Solvent: ClC1=CC=CC=C1 (chlorobenzene). Conditions: temperature 10 celsius, time 24 hour. The product is COC=1C=C(C=CC1OC)C(/C=C/C(=O)O)=O ((E)-4-(3,4-dimethoxyphenyl)-4-oxo-2-butenoic acid). Isolated yield 54.1%. Reaction SMILES: [C:1]1(=[O:7])[O:6][C:4](=[O:5])[CH:3]=[CH:2]1.S(OCC)(OCC)(=O)=O.[Cl-].[Al+3].[Cl-].[Cl-].[CH3:21][O:22][C:23]1[CH:28]=[CH:27][CH:26]=[CH:25][C:24]=1[O:29][CH3:30].Cl.[I-].[Na+].Cl[Si](C)(C)C>[Cu](I)I.ClC1C=CC=CC=1>[CH3:21][O:22][C:23]1[CH:28]=[C:27]([C:4](=[O:5])/[CH:3]=[CH:2]/[C:1]([OH:6])=[O:7])[CH:26]=[CH:25][C:24]=1[O:29][CH3:30] |f:2.3.4.5,8.9|. Procedure details: Into a 500 ml four-neck flask were charged 66.9 g (0.682 mol) of maleic anhydride, 150 ml of chlorobenzene, 71.6 ml (0.546 mol) of diethyl sulfate, and 0.186 g (0.975 mmol) of copper iodide under a nitrogen atmosphere. Then, the whole was cooled to 10° C. or lower and 67.6 g (0.507 mol) of aluminum chloride was added thereto. While temperature was maintained at 10 to 15° C., 25 ml (0.195 mol) of 1,2-dimethoxybenzene was added dropwise, followed by 2 hours of reaction. After termination of the re...